describe an organic reaction: reactants, conditions, products, and yield From a dataset of the Open Reaction Database (ORD), a public repository of structured organic reaction records. The reactants are C(CCC)C=1NC=2C(=NC=CC2)N1 (2-butylimidazo[4,5-b]pyridine), NC=1C=NC=CC1N (3,4-diaminopyridine). Product: C(CC)C=1NC=2C(=NC=CC2)N1 (2-propylimidazo[4,5-b]pyridine). As a reaction SMILES: [CH2:1]([C:5]1[NH:6][C:7]2[C:8]([N:13]=1)=[N:9][CH:10]=[CH:11][CH:12]=2)[CH2:2][CH2:3]C.NC1C=NC=CC=1N>>[CH2:1]([C:5]1[NH:6][C:7]2[C:8]([N:13]=1)=[N:9][CH:10]=[CH:11][CH:12]=2)[CH2:2][CH3:3]. Procedure details: The title compound was prepared according to the procedure described for the preparation of 2-butylimidazo[4,5-b]pyridine starting with 3,4-diaminopyridine and burytic acid. Yield: 6.60 g (89%) amorphous solid. Starting materials: C[Al](C)C (trimethylaluminum), CC(=C)C=1C=C(C=CC1)Br (3-(1-methyl-ethenyl)bromobenzene), BrC=1C=C(C(=O)O)C=CC1 (meta bromobenzoic acid), BrC=1C=C(C(=O)O)C=CC1 (meta bromobenzoic acid). Solvent: CCCCCC (hexane), CCCCCC (hexane). Conditions: temperature 145 celsius, time 3 hour. Yields the product C(C)(C)(C)C=1C=C(C=CC1)Br (3-Tert-butyl bromobenzene). RXN SMILES: Br[C:2]1C=C(C=CC=1)C(O)=O.C[Al](C)C.[CH3:15][C:16]([C:18]1[CH:19]=[C:20]([Br:24])[CH:21]=[CH:22][CH:23]=1)=[CH2:17]>CCCCCC>[C:16]([C:18]1[CH:19]=[C:20]([Br:24])[CH:21]=[CH:22][CH:23]=1)([CH3:2])([CH3:15])[CH3:17]. Procedure: A suspension of 4.02 g (20 mmol) of m-bromobenzoic acid (Compound 23) in 10 ml hexane was cooled in an ice-bath under nitrogen and then treated slowly with 40 ml of 2M (80 mmol) trimethylaluminum in hexane. The hexane was removed by distillation under nitrogen and the apparatus modified for reflux. The reaction mixture was then heated in an oil bath at 140-150 degrees C. for 3 hours. The oil bath was then replaced by an ice-water bath and the reaction mixture was quenched by the slow dropwise ad...